This data is from the Open Reaction Database (ORD), a public repository of structured organic reaction records. The task is: describe an organic reaction: reactants, conditions, products, and yield Starting materials: CC(O)C(=O)N1CCN(Cc2nc3c(N4CCOCC4)nc(Cl)nc3s2)CC1, Nc1ncc(B(O)O)cn1. The product is CC(O)C(=O)N1CCN(Cc2nc3c(N4CCOCC4)nc(-c4cnc(N)nc4)nc3s2)CC1. Reaction SMILES: [Cl:1][c:2]1[n:3][c:4]([N:23]2[CH2:24][CH2:25][O:26][CH2:27][CH2:28]2)[c:5]2[c:6]([n:7]1)[s:8][c:9]([CH2:11][N:12]1[CH2:13][CH2:14][N:15]([C:18]([CH:19]([CH3:20])[OH:21])=[O:22])[CH2:16][CH2:17]1)[n:10]2.[NH2:29][c:30]1[n:31][cH:32][c:33]([B:36]([OH:37])[OH:38])[cH:34][n:35]1>>[c:2]1(-[c:33]2[cH:32][n:31][c:30]([NH2:29])[n:35][cH:34]2)[n:3][c:4]([N:23]2[CH2:24][CH2:25][O:26][CH2:27][CH2:28]2)[c:5]2[c:6]([n:7]1)[s:8][c:9]([CH2:11][N:12]1[CH2:13][CH2:14][N:15]([C:18]([CH:19]([CH3:20])[OH:21])=[O:22])[CH2:16][CH2:17]1)[n:10]2. Starting materials: O=C(n1ccnc1)n1ccnc1, C1CCC2=NCCCN2CC1, C1CCOC1, CN(C)S(N)(=O)=O, COc1ccc2c(c1)C=C(c1ocnc1C(=O)N1CCOCC1)Cn1c-2c(C2CCCCC2)c2ccc(C(=O)O)cc21. Yields the product COc1ccc2c(c1)C=C(c1ocnc1C(=O)N1CCOCC1)Cn1c-2c(C2CCCCC2)c2ccc(C(=O)NS(=O)(=O)N(C)C)cc21. As a reaction SMILES: [C:43]([n:44]1[cH:45][cH:46][n:47][cH:48]1)([n:49]1[cH:50][cH:51][n:52][cH:53]1)=[O:54].[CH2:62]1[CH2:63][CH2:64][C:65]2=[N:70][CH2:69][CH2:68][CH2:67][N:66]2[CH2:71][CH2:72]1.[CH2:73]1[O:74][CH2:75][CH2:76][CH2:77]1.[CH3:55][N:56]([S:57](=[O:58])(=[O:59])[NH2:60])[CH3:61].[CH:1]1([c:7]2[c:8]3[cH:9][cH:10][c:11]([C:40](=[O:41])[OH:42])[cH:12][c:13]3[n:14]3[c:15]2-[c:16]2[c:17]([cH:34][c:35]([O:38][CH3:39])[cH:36][cH:37]2)[CH:18]=[C:19]([c:21]2[c:22]([C:26](=[O:27])[N:28]4[CH2:29][CH2:30][O:31][CH2:32][CH2:33]4)[n:23][cH:24][o:25]2)[CH2:20]3)[CH2:2][CH2:3][CH2:4][CH2:5][CH2:6]1>>[CH:1]1([c:7]2[c:8]3[cH:9][cH:10][c:11]([C:40](=[O:41])[NH:60][S:57]([N:56]([CH3:55])[CH3:61])(=[O:58])=[O:59])[cH:12][c:13]3[n:14]3[c:15]2-[c:16]2[c:17]([cH:34][c:35]([O:38][CH3:39])[cH:36][cH:37]2)[CH:18]=[C:19]([c:21]2[c:22]([C:26](=[O:27])[N:28]4[CH2:29][CH2:30][O:31][CH2:32][CH2:33]4)[n:23][cH:24][o:25]2)[CH2:20]3)[CH2:2][CH2:3][CH2:4][CH2:5][CH2:6]1. Reactants: OCC=1C=CC=2C=CC3=C4C=CC=CC4=CC=C3C2C1 (3-Hydroxymethylchrysene), BaMnO4. Run in C(Cl)Cl (CH2Cl2). Isolated yield 88.2%. Reaction SMILES: [OH:1][CH2:2][C:3]1[CH:4]=[CH:5][C:6]2[CH:7]=[CH:8][C:9]3[C:18]([C:19]=2[CH:20]=1)=[CH:17][CH:16]=[C:15]1[C:10]=3[CH:11]=[CH:12][CH:13]=[CH:14]1>C(Cl)Cl>[CH:5]1[C:6]2[CH:7]=[CH:8][C:9]3[C:18](=[CH:17][CH:16]=[C:15]4[C:10]=3[CH:11]=[CH:12][CH:13]=[CH:14]4)[C:19]=2[CH:20]=[C:3]([CH:2]=[O:1])[CH:4]=1. Reported procedure: 3-Hydroxymethylchrysene (19F, 14.6 g, 0.057 mol) in CH2Cl2 (2 L) was treated with BaMnO4 (Aldrich, 29 g, 0.113 mol) and refluxed for 15 h. The reaction mixture was filtered, the solvent removed, and the resulting solid eluted through a plug of SiO2 (500 g) using PhCH3 as the eluting solvent. The appropriate fractions were combined and concentrated to 75 mL. Filtration and drying of the precipitate which formed gave 12.88 g (89%) of chrysene-3-carbaldehyde mp 177°-177.5°, (C, H). Yields the product C1=CC(=CC=2C3=CC=C4C=CC=CC4=C3C=CC12)C=O (chrysene-3-carbaldehyde). Reactants: C(C1=CC=CC=C1)O[C@@H](CNC(CC(=O)N[C@@H]1CSC2=C(NC1=O)C=CC=C2)(C)C)C (3-[2(R)-benzyloxypropyl]amino-3-methyl-N-[3,4-dihydro-4-oxo-1,5-benzothiazepin-3 (S )yl]butanamide), C(C)(C)(C)OC(=O)NCC1=C(C=CC=C1)C1=CC=C(C=C1)CO (2'-[(t-butoxycarbonylamino)methyl]-1,1 '-biphenyl-4-methanol), methanesulfonate ester. Yields the product C(C1=CC=CC=C1)O[C@@H](CNC(CC(=O)N[C@@H]1CSC2=C(N(C1=O)CC1=CC=C(C=C1)C1=C(C=CC=C1)CNC(=O)OC(C)(C)C)C=CC=C2)(C)C)C (3-[2(R)-Benzyloxypropyl]amino-3-methyl-N-[3,4-dihydro-4-oxo-5-[[2'-[(t-butoxycarbonylamino)methyl][1,1'-biphenyl]-4-yl]methyl]-1,5-benzothiazepin-3(S)-yl]butanamide). As a reaction SMILES: [CH2:1]([O:8][C@H:9]([CH3:31])[CH2:10][NH:11][C:12]([CH3:30])([CH3:29])[CH2:13][C:14]([NH:16][C@H:17]1[C:23](=[O:24])[NH:22][C:21]2[CH:25]=[CH:26][CH:27]=[CH:28][C:20]=2[S:19][CH2:18]1)=[O:15])[C:2]1[CH:7]=[CH:6][CH:5]=[CH:4][CH:3]=1.[C:32]([O:36][C:37]([NH:39][CH2:40][C:41]1[CH:46]=[CH:45][CH:44]=[CH:43][C:42]=1[C:47]1[CH:52]=[CH:51][C:50]([CH2:53]O)=[CH:49][CH:48]=1)=[O:38])([CH3:35])([CH3:34])[CH3:33]>>[CH2:1]([O:8][C@H:9]([CH3:31])[CH2:10][NH:11][C:12]([CH3:30])([CH3:29])[CH2:13][C:14]([NH:16][C@H:17]1[C:23](=[O:24])[N:22]([CH2:53][C:50]2[CH:49]=[CH:48][C:47]([C:42]3[CH:43]=[CH:44][CH:45]=[CH:46][C:41]=3[CH2:40][NH:39][C:37]([O:36][C:32]([CH3:35])([CH3:34])[CH3:33])=[O:38])=[CH:52][CH:51]=2)[C:21]2[CH:25]=[CH:26][CH:27]=[CH:28][C:20]=2[S:19][CH2:18]1)=[O:15])[C:2]1[CH:7]=[CH:6][CH:5]=[CH:4][CH:3]=1. Reported procedure: This intermediate is prepared from 3-[2(R)-benzyloxypropyl]amino-3-methyl-N-[3,4-dihydro-4-oxo-1,5-benzothiazepin-3 (S )yl]butanamide (Example 10, Step C) and 2'-[(t-butoxycarbonylamino)methyl]-1,1 '-biphenyl-4-methanol, methanesulfonate ester (Example 8, Step F) by the procedure described in Example 1, Step D. Product: Cl.Cl.N1=CC=C(C=C1)CSC(N)=N (2-(Pyrid-4-yl-methyl)-isothiourea dihydrochloride). Conditions: temperature 5 celsius, time 30 minute. The yield is 96.6%. The reactants are NC(=S)N (thiourea), Cl.ClCC1=CC=NC=C1 (4-chloromethylpyridine hydrochloride). RXN SMILES: [ClH:1].[Cl:2][CH2:3][C:4]1[CH:9]=[CH:8][N:7]=[CH:6][CH:5]=1.[NH2:10][C:11]([NH2:13])=[S:12]>C(O)C>[ClH:2].[ClH:1].[N:7]1[CH:8]=[CH:9][C:4]([CH2:3][S:12][C:11](=[NH:10])[NH2:13])=[CH:5][CH:6]=1 |f:0.1,4.5.6|. Procedure: A suspension of 4-chloromethylpyridine hydrochloride (82 g) in gently boiling ethanol (260 cc) is added dropwise and in the course of 30 minutes to a suspension of thiourea (45.5 g) in boiling ethanol (260 cc). The reaction mixture is stirred for 1 hour 30 minutes at the boil and then cooled to 5° C. The resulting crystals are filtered off, washed twice with ethanol (60 cc in total) and dried under reduced pressure (20 mm Hg; 2.7 kPa) at a temperature of about 20° C. 2-(Pyrid-4-yl-methyl)-isothi... The solvent is C(C)O (ethanol), C(C)O (ethanol). Procedure: A solution of 2-methyl-2-[2-(1-tritylpyrazolo[5,4-b]pyridin-4-yl)thiazol-4-yl]propanenitrile (239 mg, 0.4671 mmol) in DCM (6 mL) was treated with triethylsilane (727.8 mg, 999.7 μL, 6.259 mmol) followed by dropwise addition of TFA (296.0 mg, 200.0 μL, 2.596 mmol). The mixture was allowed to stir for 1 hour and then concentrated in vacuo and purified by column chromatography (EtOAc) to give the desired product as a yellow solid (97.5 mg, 78% Yield). 1H NMR (DMSO, 400 MHz) δ 1.84 (6H, s), 7.73 (1H... Isolated yield 77.5%. The product is N1N=CC=2C1=NC=CC2C=2SC=C(N2)C(C#N)(C)C (2-(2-(1H-pyrazolo[3,4-b]pyridin-4-yl)thiazol-4-yl)-2-methyl propanenitrile). Run in C(Cl)Cl (DCM). RXN SMILES: [CH3:1][C:2]([C:6]1[N:7]=[C:8]([C:11]2[CH:16]=[CH:15][N:14]=[C:13]3[N:17](C(C4C=CC=CC=4)(C4C=CC=CC=4)C4C=CC=CC=4)[N:18]=[CH:19][C:12]=23)[S:9][CH:10]=1)([CH3:5])[C:3]#[N:4].C([SiH](CC)CC)C.C(O)(C(F)(F)F)=O>C(Cl)Cl>[NH:17]1[C:13]2=[N:14][CH:15]=[CH:16][C:11]([C:8]3[S:9][CH:10]=[C:6]([C:2]([CH3:5])([CH3:1])[C:3]#[N:4])[N:7]=3)=[C:12]2[CH:19]=[N:18]1. The reactants are CC(C#N)(C)C=1N=C(SC1)C1=C2C(=NC=C1)N(N=C2)C(C2=CC=CC=C2)(C2=CC=CC=C2)C2=CC=CC=C2 (2-methyl-2-[2-(1-tritylpyrazolo[5,4-b]pyridin-4-yl)thiazol-4-yl]propanenitrile), C(C)[SiH](CC)CC (triethylsilane), C(=O)(C(F)(F)F)O (TFA). Reaction conditions: time 1 hour. Starting materials: C(C)OC(=O)C1=NN(C(C(=C1C)C#N)=O)C1=CC=C(C=C1)OC (5-cyano-4-methyl-1-(4-methoxy-phenyl)-6-oxo-1,6-dihydro-pyridazine-3-carboxylic acid ethyl ester), [OH-].[Na+] (sodium hydroxide). The solvent is C(C)O (ethanol), O (water). Conditions: time 16 hour. Product: C(#N)C1=C(C(=NN(C1=O)C1=CC=C(C=C1)OC)C(=O)O)C (5-cyano-1-(4-methoxy-phenyl)-4-methyl-6-oxo-1,6-dihydro-pyridazine-3-carboxylic acid). Isolated yield 89.8%. RXN SMILES: C([O:3][C:4]([C:6]1[C:11]([CH3:12])=[C:10]([C:13]#[N:14])[C:9](=[O:15])[N:8]([C:16]2[CH:21]=[CH:20][C:19]([O:22][CH3:23])=[CH:18][CH:17]=2)[N:7]=1)=[O:5])C.[OH-].[Na+]>C(O)C.O>[C:13]([C:10]1[C:9](=[O:15])[N:8]([C:16]2[CH:21]=[CH:20][C:19]([O:22][CH3:23])=[CH:18][CH:17]=2)[N:7]=[C:6]([C:4]([OH:5])=[O:3])[C:11]=1[CH3:12])#[N:14] |f:1.2|. Procedure: To a solution of 5-cyano-4-methyl-1-(4-methoxy-phenyl)-6-oxo-1,6-dihydro-pyridazine-3-carboxylic acid ethyl ester (15 g, 0.048 mol, prepared as described in example 23) in a mixture of ethanol (250 ml) and water (100 ml) was added sodium hydroxide (2.1 g, 0.053 mol). The reaction mixture was stirred at room temperature for 16 h, the volatiles were evaporated and the residue diluted with water (200 ml). The aqueous phase was washed with ethyl acetate (250 ml) and pH was adjusted to pH=2 by additi... Reactants: NC1=NC(=NC=C1F)N1N=C(C(=C1)C(=O)OCC)C(F)(F)F (ethyl 1-(4-amino-5-fluoropyrimidin-2-yl)-3-(trifluoromethyl)-1H-pyrazole-4-carboxylate), [OH-].[Na+] (NaOH). The solvent is CO (MeOH). Yields the product NC1=NC(=NC=C1F)N1N=C(C(=C1)C(=O)O)C(F)(F)F (1-(4-Amino-5-fluoropyrimidin-2-yl)-3-(trifluoromethyl)-1H-pyrazole-4-carboxylic acid). As a reaction SMILES: [NH2:1][C:2]1[C:7]([F:8])=[CH:6][N:5]=[C:4]([N:9]2[CH:13]=[C:12]([C:14]([O:16]CC)=[O:15])[C:11]([C:19]([F:22])([F:21])[F:20])=[N:10]2)[N:3]=1.[OH-].[Na+]>CO>[NH2:1][C:2]1[C:7]([F:8])=[CH:6][N:5]=[C:4]([N:9]2[CH:13]=[C:12]([C:14]([OH:16])=[O:15])[C:11]([C:19]([F:22])([F:21])[F:20])=[N:10]2)[N:3]=1 |f:1.2|. Procedure: A solution of ethyl 1-(4-amino-5-fluoropyrimidin-2-yl)-3-(trifluoromethyl)-1H-pyrazole-4-carboxylate (269 mg, 0.84 mmol) and NaOH (2 mL, 10N) in MeOH is heated to 45° C. for 2 h. The solvent is removed to dryness. H2O is added. The solution is acidified with 2N HCl to pH=5, to afford the title compound as an off-white solid.